This data is from the Open Reaction Database (ORD), a public repository of structured organic reaction records. The task is: describe an organic reaction: reactants, conditions, products, and yield The reactants are 4A, C(\C(\C)=C/C)(=O)OC (methyl angelate), 4A, CC(=CCO)CC (3-methyl-2-pentenol), C(C)(=O)[O-].C(CCCCCCC)[Sn+2]CCCCCCCC.C(C)(=O)[O-] (dioctyltin acetate), Silicone. Solvent: C1(=CC=CC=C1)C (toluene). The product is C(\C(\C)=C/C)(=O)OCC=C(CC)C (3-Methyl-2-Pentenyl Angelate). As a reaction SMILES: [C:1]([O:7][CH3:8])(=[O:6])/[C:2](=[CH:4]\[CH3:5])/[CH3:3].[CH3:9][C:10]([CH2:14]C)=[CH:11][CH2:12]O.C([O-])(=O)C.C([Sn+2]CCCCCCCC)CCCCCCC.C([O-])(=O)C>C1(C)C=CC=CC=1>[C:1]([O:7][CH2:8][CH:9]=[C:10]([CH3:14])[CH2:11][CH3:12])(=[O:6])/[C:2](=[CH:4]\[CH3:5])/[CH3:3] |f:2.3.4|. Procedure details: A mixture of 22.8 g. of methyl angelate, 10 g. of 3-methyl-2-pentenol, 80 ml. of toluene and 1 g. of dioctyltin acetate was placed in a 300 ml. glass flask, which was equipped with a Soxhlet extractor filled on the top with molecular sieve 4A and a reflux cooler. The above mixture was heated under continuous reflux while returning the refluxed liquid through the molecular sieve 4A to the flask. The mixture resulted from the heating for a total of 17 hours was subjected to single distillation to ... Reported procedure: To a solution of 4 g 1-[5-(5-Chloro-thiophen-2-yl)-isoxazol-3-ylmethyl]-1H-pyrazole-3,5-dicarboxylic acid 3-ethyl ester in 50 ml THF 26 ml BH3*THF (1M in THF) were added slowly at RT. Then the mixture was warmed to 40° C. for 6h. After cooling to 0° C. 20 ml MeOH were added cautiously and the mixture was concentrated to dryness. The residue was again codistilled with 20 ml of MeOH and then purified by chromatography on silica gel eluting with n-heptane/ethyl acetate. The fractions containing the... Reaction SMILES: [CH2:1]([O:3][C:4]([C:6]1[CH:10]=[C:9]([C:11](O)=[O:12])[N:8]([CH2:14][C:15]2[CH:19]=[C:18]([C:20]3[S:21][C:22]([Cl:25])=[CH:23][CH:24]=3)[O:17][N:16]=2)[N:7]=1)=[O:5])[CH3:2].CO>C1COCC1>[CH2:1]([O:3][C:4]([C:6]1[CH:10]=[C:9]([CH2:11][OH:12])[N:8]([CH2:14][C:15]2[CH:19]=[C:18]([C:20]3[S:21][C:22]([Cl:25])=[CH:23][CH:24]=3)[O:17][N:16]=2)[N:7]=1)=[O:5])[CH3:2]. The reactants are C(C)OC(=O)C1=NN(C(=C1)C(=O)O)CC1=NOC(=C1)C=1SC(=CC1)Cl (1-[5-(5-Chloro-thiophen-2-yl)-isoxazol-3-ylmethyl]-1H-pyrazole-3,5-dicarboxylic acid 3-ethyl ester), CO (MeOH). Run at temperature 40 celsius. Yields the product C(C)OC(=O)C1=NN(C(=C1)CO)CC1=NOC(=C1)C=1SC(=CC1)Cl (1-[5-(5-Chloro-thiophen-2-yl)-isoxazol-3-ylmethyl]-5-hydroxymethyl-1H-pyrazole-3-carboxylic acid ethyl ester). Run in C1CCOC1 (THF), C1CCOC1 (THF). Reactants: N1(C=NC=C1)CCN1C2=C(C3=CC=CC=C13)C(=NC(=N2)N2CCCC2)N2CCCC2 (9-[2-(1-imidazolyl)ethyl]-2,4-di-1-pyrrolidinyl-9H-pyrimido[4,5-b]indole), S(O)(O)(=O)=O (sulfuric acid), O (water). Solvent: CC(C)O (2-propanol). Product: S(O)(O)(=O)=O.N1(C=NC=C1)CCN1C2=C(C3=CC=CC=C13)C(=NC(=N2)N2CCCC2)N2CCCC2 (9-[2-(1-Imidazolyl)ethyl]-2,4-di-1-pyrrolidinyl-9H-pyrimido[4,5-b]indole sulfuric acid salt). Reaction SMILES: [N:1]1([CH2:6][CH2:7][N:8]2[C:16]3[C:11](=[CH:12][CH:13]=[CH:14][CH:15]=3)[C:10]3[C:17]([N:26]4[CH2:30][CH2:29][CH2:28][CH2:27]4)=[N:18][C:19]([N:21]4[CH2:25][CH2:24][CH2:23][CH2:22]4)=[N:20][C:9]2=3)[CH:5]=[CH:4][N:3]=[CH:2]1.[S:31](=[O:35])(=[O:34])([OH:33])[OH:32].O>CC(O)C>[S:31](=[O:33])(=[O:32])([OH:35])[OH:34].[N:1]1([CH2:6][CH2:7][N:8]2[C:16]3[C:11](=[CH:12][CH:13]=[CH:14][CH:15]=3)[C:10]3[C:17]([N:26]4[CH2:30][CH2:29][CH2:28][CH2:27]4)=[N:18][C:19]([N:21]4[CH2:22][CH2:23][CH2:24][CH2:25]4)=[N:20][C:9]2=3)[CH:5]=[CH:4][N:3]=[CH:2]1 |f:4.5|. Procedure details: A mixture of 9-[2-(1-imidazolyl)ethyl]-2,4-di-1-pyrrolidinyl-9H-pyrimido[4,5-b]indole (I, EXAMPLE8, 0.334 g), sulfuric acid (0.5M, 1.73 mL), water (2 mL) and 2-propanol (20 mL) is warmed gently until the mixture becomes homogeneous. Following removal of the solvents at reduced pressure, the solid product is recrystallized from ethanol/acetone to give the title compound, mp=262°-263°. The reactants are [N+](=O)([O-])C1=CC=C2C=NNC2=C1 (6-Nitro-1H-indazole), CS(=O)(=O)OC1CCN(CC1)C(=O)OC(C)(C)C (tert-butyl 4-(methylsulfonyloxy)piperidine-1-carboxylate), C([O-])([O-])=O.[K+].[K+] (potassium carbonate). Solvent: CN(C=O)C (N,N-dimethylformamide), C(C)(=O)OCC (ethyl acetate). The product is [N+](=O)([O-])C1=CC=C2C=NN(C2=C1)C1CCN(CC1)C(=O)OC(C)(C)C (tert-Butyl 4-(6-nitro-1H-indazol-1-yl)piperidine-1-carboxylate). Isolated yield 24.6%. Reaction SMILES: [N+:1]([C:4]1[CH:12]=[C:11]2[C:7]([CH:8]=[N:9][NH:10]2)=[CH:6][CH:5]=1)([O-:3])=[O:2].CS(O[CH:18]1[CH2:23][CH2:22][N:21]([C:24]([O:26][C:27]([CH3:30])([CH3:29])[CH3:28])=[O:25])[CH2:20][CH2:19]1)(=O)=O.C(=O)([O-])[O-].[K+].[K+]>CN(C)C=O.C(OCC)(=O)C>[N+:1]([C:4]1[CH:12]=[C:11]2[C:7]([CH:8]=[N:9][N:10]2[CH:18]2[CH2:23][CH2:22][N:21]([C:24]([O:26][C:27]([CH3:30])([CH3:29])[CH3:28])=[O:25])[CH2:20][CH2:19]2)=[CH:6][CH:5]=1)([O-:3])=[O:2] |f:2.3.4|. Procedure: 6-Nitro-1H-indazole (12.26 mmol, 2 g), tert-butyl 4-(methylsulfonyloxy)piperidine-1-carboxylate (12.26 mmol, 3.42 g) and potassium carbonate (24.52 mmol, 3.39 g) were combined and heated to 100° C. in N,N-dimethylformamide (40 mL) for 4 hours. The reaction mixture was diluted with ethyl acetate and washed with water. The organic phase was dried over sodium sulfate and concentrated at reduced pressure. The resulting residue was purified by silica chromatography (eluting with a solvent gradient fr...